describe an organic reaction: reactants, conditions, products, and yield From a dataset of the Open Reaction Database (ORD), a public repository of structured organic reaction records. Starting materials: COC1=C(C(=O)OC)C=CC(=C1)C (methyl 2-methoxy-4-methylbenzoate), BrN1C(CCC1=O)=O (N-bromosuccinimide), N(=NC(C#N)(C)C)C(C#N)(C)C (2,2′-azobis(isobutyronitrile)). Solvent: C(Cl)(Cl)(Cl)Cl (carbon tetrachloride). Yields the product BrCC1=CC(=C(C(=O)OC)C=C1)OC (methyl 4-bromomethyl-2-methoxybenzoate). RXN SMILES: [CH3:1][O:2][C:3]1[CH:12]=[C:11]([CH3:13])[CH:10]=[CH:9][C:4]=1[C:5]([O:7][CH3:8])=[O:6].[Br:14]N1C(=O)CCC1=O.N(C(C)(C)C#N)=NC(C)(C)C#N>C(Cl)(Cl)(Cl)Cl>[Br:14][CH2:13][C:11]1[CH:10]=[CH:9][C:4]([C:5]([O:7][CH3:8])=[O:6])=[C:3]([O:2][CH3:1])[CH:12]=1. Procedure: A mixture of methyl 2-methoxy-4-methylbenzoate (5.0 g), N-bromosuccinimide (4.94 g), 2,2′-azobis(isobutyronitrile) (0.23 g) and carbon tetrachloride (50 ml) was heated for 40 minutes under reflux. The mixture was cooled and the precipitate was filtered off. The filtrate was concentrated to give methyl 4-bromomethyl-2-methoxybenzoate as an oil. Starting materials: C(CO)O (ethylene glycol), C(C)(=O)O (acetic acid), C(C1=CC=CC=C1)N1C(=O)NC(=O)C1 (1-benzylhydantoin), BrBr (bromine). The solvent is O (water). Conditions: temperature 80 celsius. Yields the product C(C1=CC=CC=C1)N1C(=O)NC(=O)C1OCCO (1-benzyl-5-(2-hydroxyethoxy)hydantoin). Yield: 69.3%. Reaction SMILES: C(O)(=O)C.[CH2:5]([N:12]1[CH2:18][C:16](=[O:17])[NH:15][C:13]1=[O:14])[C:6]1[CH:11]=[CH:10][CH:9]=[CH:8][CH:7]=1.BrBr.[CH2:21]([OH:24])[CH2:22][OH:23]>O>[CH2:5]([N:12]1[CH:18]([O:23][CH2:22][CH2:21][OH:24])[C:16](=[O:17])[NH:15][C:13]1=[O:14])[C:6]1[CH:7]=[CH:8][CH:9]=[CH:10][CH:11]=1. Reported procedure: 500 ml of acetic acid was added to 57 g of 1-benzylhydantoin and, while maintaining at 80° C. with stirring, 50.3 g of bromine was dropwise added thereto. After completion of the dropwise addition, the solution was further stirred for 2 hours. The reaction solution was then cooled and, while cooling with ice, 56 g of ethylene glycol was added thereto. After stirring for 30 minutes, the solution was further stirred for 3 hours at room temperature. One liter of water was added to the reaction solu...